From a dataset of the Open Reaction Database (ORD), a public repository of structured organic reaction records. describe an organic reaction: reactants, conditions, products, and yield Reactants: O=C(n1ccnc1)n1ccnc1, ClCCl, Nc1ccccc1N, O=C(O)c1ccncc1. The product is Nc1ccccc1NC(=O)c1ccncc1. Reaction SMILES: [C:10]([n:11]1[cH:12][cH:13][n:14][cH:15]1)([n:16]1[cH:17][cH:18][n:19][cH:20]1)=[O:21].[Cl:30][CH2:31][Cl:32].[c:22]1([NH2:29])[c:23]([NH2:28])[cH:24][cH:25][cH:26][cH:27]1.[n:1]1[cH:2][cH:3][c:4]([C:7](=[O:8])[OH:9])[cH:5][cH:6]1>>[n:1]1[cH:2][cH:3][c:4]([C:7](=[O:9])[NH:29][c:22]2[c:23]([NH2:28])[cH:24][cH:25][cH:26][cH:27]2)[cH:5][cH:6]1.